From a dataset of the Open Reaction Database (ORD), a public repository of structured organic reaction records. describe an organic reaction: reactants, conditions, products, and yield The reactants are N (Ammonia), NC1=C(C=CC=C1C(C1=CC=C(C=C1)Br)=O)CC(=O)OCC (2-amino-3-(4-bromobenzoyl)benzeneacetic acid, ethyl ester). Yields the product NC1=C(C=CC=C1C(C1=CC=C(C=C1)Br)=O)CC(=O)N (2-Amino-3-(4-bromobenzoyl)-phenylacetamide). Reaction SMILES: [NH3:1].[NH2:2][C:3]1[C:8]([C:9](=[O:17])[C:10]2[CH:15]=[CH:14][C:13]([Br:16])=[CH:12][CH:11]=2)=[CH:7][CH:6]=[CH:5][C:4]=1[CH2:18][C:19]([O:21]CC)=O>>[NH2:2][C:3]1[C:8]([C:9](=[O:17])[C:10]2[CH:15]=[CH:14][C:13]([Br:16])=[CH:12][CH:11]=2)=[CH:7][CH:6]=[CH:5][C:4]=1[CH2:18][C:19]([NH2:1])=[O:21]. Procedure: Ammonia is condensed in a tube containing 2-amino-3-(4-bromobenzoyl)benzeneacetic acid, ethyl ester. The tube is sealed and the reaction mixture is warmed. The sealed tube was cooled and opened. Solvent was evaporated and the residue was purified by standard methods to give Compound 15. Starting materials: C(C1=CC=CC=C1)OC1=CC=C(C=C1)CCCCN1N=CN=C1 (1-[4-(4-benzyloxyphenyl)butyl]-1,2,4-triazole). Reagents/catalysts: [C].[Pd] (palladium-carbon). Solvent: C(C)O (ethanol). Yields the product OC1=CC=C(C=C1)CCCCN1N=CN=C1 (1-[4-(4-hydroxyphenyl)butyl]-1,2,4-triazole). Yield: 54.8%. As a reaction SMILES: C([O:8][C:9]1[CH:14]=[CH:13][C:12]([CH2:15][CH2:16][CH2:17][CH2:18][N:19]2[CH:23]=[N:22][CH:21]=[N:20]2)=[CH:11][CH:10]=1)C1C=CC=CC=1>[C].[Pd].C(O)C>[OH:8][C:9]1[CH:14]=[CH:13][C:12]([CH2:15][CH2:16][CH2:17][CH2:18][N:19]2[CH:23]=[N:22][CH:21]=[N:20]2)=[CH:11][CH:10]=1 |f:1.2|. Procedure details: A mixture of 1-[4-(4-benzyloxyphenyl)butyl]-1,2,4-triazole (3.15 g), palladium-carbon (5%, 3.0 g) and ethanol (50 ml) was subjected to catalytic hydrogenation under atmospheric pressure at room temperature. The catalyst was filtered off, and the filtrate was concentrated. The residue was subjected to a silica gel column chromatography. The crystalline product obtained from the fraction eluted with tetrahydrofuran-hexane (1:1, v/v) was recrystallized from ethyl acetate-hexane to give 1-[4-(4-hydr... Starting materials: CN(C)CC=CC(=O)O, CC#N, O=C(Cl)C(=O)Cl, ClCCl, Cl, N#N, Nc1cccc(-n2c(=O)n(-c3ccc(Oc4ccccc4)cc3)c3c(N)ncnc32)c1, CN(C)C=O. Yields the product CN(C)CC=CC(=O)Nc1cccc(-n2c(=O)n(-c3ccc(Oc4ccccc4)cc3)c3c(N)ncnc32)c1. RXN SMILES: [CH3:2][N:3]([CH2:4][CH:5]=[CH:6][C:7](=[O:8])[OH:9])[CH3:10].[CH3:50][C:51]#[N:52].[Cl:11][C:12]([C:13]([Cl:14])=[O:15])=[O:16].[Cl:53][CH2:54][Cl:55].[ClH:1].[N:17]#[N:18].[NH2:19][c:20]1[c:21]2[n:22](-[c:37]3[cH:38][cH:39][c:40]([O:43][c:44]4[cH:45][cH:46][cH:47][cH:48][cH:49]4)[cH:41][cH:42]3)[c:23](=[O:36])[n:24](-[c:29]3[cH:30][c:31]([NH2:35])[cH:32][cH:33][cH:34]3)[c:25]2[n:26][cH:27][n:28]1.[O:56]=[CH:57][N:58]([CH3:59])[CH3:60]>>[CH3:2][N:3]([CH2:4][CH:5]=[CH:6][C:7](=[O:8])[NH:35][c:31]1[cH:30][c:29](-[n:24]2[c:23](=[O:36])[n:22](-[c:37]3[cH:38][cH:39][c:40]([O:43][c:44]4[cH:45][cH:46][cH:47][cH:48][cH:49]4)[cH:41][cH:42]3)[c:21]3[c:20]([NH2:19])[n:28][cH:27][n:26][c:25]32)[cH:34][cH:33][cH:32]1)[CH3:10]. The reactants are N1=CC=C(C=C1)CCCO (3-(4-pyridyl)propanol), S(=O)(Cl)Cl (thionylchloride). Solvent: C(Cl)(Cl)Cl (chloroform), C(Cl)(Cl)Cl (CHCl3). Run at time 1 hour. Yields the product ClCCCC1=CC=NC=C1 (4-(3-chloropropyl)pyridine). Isolated yield 96.4%. As a reaction SMILES: [N:1]1[CH:6]=[CH:5][C:4]([CH2:7][CH2:8][CH2:9]O)=[CH:3][CH:2]=1.S(Cl)([Cl:13])=O>C(Cl)(Cl)Cl>[Cl:13][CH2:9][CH2:8][CH2:7][C:4]1[CH:5]=[CH:6][N:1]=[CH:2][CH:3]=1. Procedure details: To a stirred solution of 3-(4-pyridyl)propanol (22.05 g, 0.16 mol) in 100 mL of dry chloroform (CHCl3) at 0° C. was added dropwise a CHCl3 solution of thionylchloride (SOCl2, 17.5 mL, 0.24 mol). The reaction was allowed to warm to room temperature, stirred for 1 hour, and then brought to reflux for 1 hour. After cooling the reaction to room temperature, it was stripped of all solvent under reduced pressure and the residue was partitioned between CH2Cl2 and water that had been made basic with con... The reactants are C=O (paraformaldehyde), ClC1=CC=C(C=C1)O (p-chlorophenol), C(CCCCCCC)N(CCCCCCCC)CCCCCCCC (trioctylamine), [Sn](Cl)(Cl)(Cl)Cl (tin tetrachloride), Cl (HCl). The solvent is O (H2O), C1(=CC=CC=C1)C (toluene). Conditions: temperature 100 celsius, time 20 minute. Yields the product ClC1=CC=C(C(C=O)=C1)O (5-Chlorosalicylaldehyde). Isolated yield 30.7%. As a reaction SMILES: [Cl:1][C:2]1[CH:7]=[CH:6][C:5]([OH:8])=[CH:4][CH:3]=1.C(N(CCCCCCCC)CCCCCCCC)CCCCCCC.[Sn](Cl)(Cl)(Cl)Cl.[CH2:39]=[O:40].Cl>C1(C)C=CC=CC=1.O>[Cl:1][C:2]1[CH:7]=[C:6]([CH:39]=[O:40])[C:5]([OH:8])=[CH:4][CH:3]=1. Procedure details: 64.25 g (0.5 mole) of p-chlorophenol and 55 g (0.2 mole) of trioctylamine are dissolved in 100 ml of toluene. Under N2, 13 g of tin tetrachloride are added dropwise at 0° C. After 20 min at room temperature, 33 g of dried paraformaldehyde are added, and the mixture is heated at 100° C. for 5 hours. After cooling, the mixture is poured onto 2.5 l of H2O, and the mixture is acidified to pH 2 with 2N HCl and extracted with diethyl ether. The ether phase is washed with saturated NaCl solution and dr... The reactants are O=C(O)C1(c2ccc(Cl)cc2)CCC1, ClC(Cl)Cl, CC(C)C(=O)Nc1cccc(C2CCN(CCCN)CC2)c1. Product: CC(C)C(=O)Nc1cccc(C2CCN(CCCNC(=O)C3(c4ccc(Cl)cc4)CCC3)CC2)c1. Reaction SMILES: [Cl:1][c:2]1[cH:3][cH:4][c:5]([C:8]2([C:12](=[O:13])[OH:14])[CH2:9][CH2:10][CH2:11]2)[cH:6][cH:7]1.[Cl:37][CH:38]([Cl:39])[Cl:40].[NH2:15][CH2:16][CH2:17][CH2:18][N:19]1[CH2:20][CH2:21][CH:22]([c:25]2[cH:26][c:27]([NH:31][C:32]([CH:33]([CH3:34])[CH3:35])=[O:36])[cH:28][cH:29][cH:30]2)[CH2:23][CH2:24]1>>[Cl:1][c:2]1[cH:3][cH:4][c:5]([C:8]2([C:12](=[O:14])[NH:15][CH2:16][CH2:17][CH2:18][N:19]3[CH2:20][CH2:21][CH:22]([c:25]4[cH:26][c:27]([NH:31][C:32]([CH:33]([CH3:34])[CH3:35])=[O:36])[cH:28][cH:29][cH:30]4)[CH2:23][CH2:24]3)[CH2:9][CH2:10][CH2:11]2)[cH:6][cH:7]1. Starting materials: FC1=C(C=CC(=C1)I)NC1=C(C=2C(=NC=CC2)S1)C(=O)OCC (Ethyl 2-[(2-fluoro-4-iodophenyl)amino]thieno[2,3-b]pyridine-3-carboxylate), N (ammonia), C(Cl)Cl (DCM). The solvent is C(C)O (ethanol), C(C)O (ethanol). Conditions: temperature 95 celsius. Product: FC1=C(C=CC(=C1)I)NC1=C(C=2C(=NC=CC2)S1)C(=O)N (2-[(2-Fluoro-4-iodophenyl)amino]thieno[2,3-b]pyridine-3-carboxylic acid amide). RXN SMILES: [F:1][C:2]1[CH:7]=[C:6]([I:8])[CH:5]=[CH:4][C:3]=1[NH:9][C:10]1[S:18][C:13]2=[N:14][CH:15]=[CH:16][CH:17]=[C:12]2[C:11]=1[C:19]([O:21]CC)=O.[NH3:24].C(Cl)Cl>C(O)C>[F:1][C:2]1[CH:7]=[C:6]([I:8])[CH:5]=[CH:4][C:3]=1[NH:9][C:10]1[S:18][C:13]2=[N:14][CH:15]=[CH:16][CH:17]=[C:12]2[C:11]=1[C:19]([NH2:24])=[O:21]. Procedure details: A solution of Example 1 (250 mg, 0.56 mmol) in ethanol (5 mL) was added to liquid ammonia (15 mL) and the mixture heated in a Parr apparatus to 95° C. at 800 psi for 18 hours. The volatiles were removed in vacuo to give an oily brown residue. Repeated trituration with ethanol and DCM afforded the title compound as a white solid (18 mg). δH (DMSO-d6) 11.20 (1H, bs), 8.34 (1H, d, J 3.4 Hz), 8.20 (1H, dd, J 8.2, 1.3 Hz), 7.76 (1H, dd, J 10.4, 1.8 Hz), 7.62 (1H, d, J 8.2 Hz), 7.57 (2H, br s), 7.49-7...